From a dataset of the Open Reaction Database (ORD), a public repository of structured organic reaction records. describe an organic reaction: reactants, conditions, products, and yield Reactants: BrBr (bromine), COC=1C=C(C=O)C=CC1OC (3,4-dimethoxybenzaldehyde), C([O-])(O)=O.[Na+] (sodium bicarbonate), S(=S)(=O)([O-])[O-].[Na+].[Na+] (Sodium thiosulfate). The solvent is C(C)(=O)O (acetic acid), C(C)(=O)O (acetic acid). Reaction conditions: time 3 hour. Yields the product BrC1=CC(=C(C=C1C=O)OC)OC (6-bromo-3,4-dimethoxybenzaldehyde). The yield is 56.4%. As a reaction SMILES: [Br:1]Br.[CH3:3][O:4][C:5]1[CH:6]=[C:7]([CH:10]=[CH:11][C:12]=1[O:13][CH3:14])[CH:8]=[O:9].S([O-])([O-])(=O)=S.[Na+].[Na+].C(=O)(O)[O-].[Na+]>C(O)(=O)C>[Br:1][C:10]1[C:7]([CH:8]=[O:9])=[CH:6][C:5]([O:4][CH3:3])=[C:12]([O:13][CH3:14])[CH:11]=1 |f:2.3.4,5.6|. Procedure details: A solution of bromine (0.96 g) in acetic acid (10 ml) was dropped into a solution of 3,4-dimethoxybenzaldehyde (1.0 g) in acetic acid (4 ml) and the mixture was stirred for three hours. Sodium thiosulfate was added to the reaction mixture, then sodium bicarbonate was added thereto and the mixture was filtered. The crude crystals collected by the filtration were recrystallized from chloroform-ether to give the title compound (0.83 g, 56%). The peaks of this compound in 1H-NMR (400 MHz, CDCl3) wer... Starting materials: C1(=CC=CC=C1)C (toluene), compound ( 7-1-4 ), C(CO)O (ethylene glycol), C(OC)([O-])[O-] (Methyl orthoformate), O.C1(=CC=C(C=C1)S(=O)(=O)O)C (p-Toluenesulfonic acid monohydrate), C1(=CC=CC=C1)C (toluene). Yields the product crude product, O1C2(OCC1)CCOC1=CC=C(C=C12)CC(=O)OC (Methyl 2,3-dihydrospiro[chromene-4,2′-[1,3]dioxolan]-6-ylacetate). RXN SMILES: [CH2:1]([OH:4])[CH2:2][OH:3].[CH:5]([O-:9])([O-])[O:6][CH3:7].[OH2:10].[C:11]1([CH3:21])[CH:16]=[CH:15][C:14](S(O)(=O)=O)=[CH:13][CH:12]=1.[C:22]1([CH3:28])C=CC=C[CH:23]=1>>[O:3]1[CH2:2][CH2:1][O:4][C:28]21[C:15]1[C:14](=[CH:13][CH:12]=[C:11]([CH2:21][C:5]([O:6][CH3:7])=[O:9])[CH:16]=1)[O:10][CH2:23][CH2:22]2 |f:2.3|. Procedure details: A solution of the compound (7-1-4) (419 mg, 1.9 mmol), ethylene glycol (0.21 mL, 3.8 mmol), Methyl orthoformate (0.42 mL, 3.8 mmol), and p-Toluenesulfonic acid monohydrate (72 mg, 0.38 mmol) in toluene (8 mL) was heated under reflux for 3 hours. After cooling to room temperature, toluene (10 mL) was added thereto, and the mixed solution was washed with an aqueous saturated sodium bicarbonate solution (10 mL), water, and brine in this order. The organic layer was dried over anhydrous magnesium su... The reactants are CCCCCCCCN=C=O, COc1cc2nccc(Oc3ccc(N)cc3)c2cc1OC, Cc1ccccc1. Product: CCCCCCCCNC(=O)Nc1ccc(Oc2ccnc3cc(OC)c(OC)cc23)cc1. Reaction SMILES: [CH2:23]([CH2:24][CH2:25][CH2:26][CH2:27][CH2:28][CH2:29][CH3:30])[N:31]=[C:32]=[O:33].[CH3:1][O:2][c:3]1[cH:4][c:5]2[c:6]([O:15][c:16]3[cH:17][cH:18][c:19]([NH2:22])[cH:20][cH:21]3)[cH:7][cH:8][n:9][c:10]2[cH:11][c:12]1[O:13][CH3:14].[CH3:34][c:35]1[cH:36][cH:37][cH:38][cH:39][cH:40]1>>[CH3:1][O:2][c:3]1[cH:4][c:5]2[c:6]([O:15][c:16]3[cH:17][cH:18][c:19]([NH:22][C:32]([NH:31][CH2:23][CH2:24][CH2:25][CH2:26][CH2:27][CH2:28][CH2:29][CH3:30])=[O:33])[cH:20][cH:21]3)[cH:7][cH:8][n:9][c:10]2[cH:11][c:12]1[O:13][CH3:14]. Starting materials: ClC=1C(=C(C=C(C1)C(F)(F)F)N)N (3-chloro-5-trifluoromethyl-1,2-diaminobenzene), CC=1C(=CSC1)N=C=S (4-methyl-3-thienyl isothiocyanate). The solvent is C1CCOC1 (THF). Product: NC1=C(C=C(C=C1Cl)C(F)(F)F)NC(=S)NC1=CSC=C1C (N-(2-Amino-3-chloro-5-trifluoromethylphenyl)-N′-(4-methyl-3-thienyl)thiourea). RXN SMILES: [Cl:1][C:2]1[C:3]([NH2:13])=[C:4]([NH2:12])[CH:5]=[C:6]([C:8]([F:11])([F:10])[F:9])[CH:7]=1.[CH3:14][C:15]1[C:16]([N:20]=[C:21]=[S:22])=[CH:17][S:18][CH:19]=1>C1COCC1>[NH2:13][C:3]1[C:2]([Cl:1])=[CH:7][C:6]([C:8]([F:11])([F:10])[F:9])=[CH:5][C:4]=1[NH:12][C:21]([NH:20][C:16]1[C:15]([CH3:14])=[CH:19][S:18][CH:17]=1)=[S:22]. Procedure: is obtained analogously to the procedure described in example 25 a) by reacting 3-chloro-5-trifluoromethyl-1,2-diaminobenzene and 4-methyl-3-thienyl isothiocyanate in anhydrous THF at room temperature for 3 days. The solvent is distilled off and water is added to the residue, and the mixture is then extracted with ethyl acetate, the solvent is again distilled off and the amorphous residue is crystallized under diisopropyl ether. M.p.: >310° C. Starting materials: Nc1cccc(-c2c(Cc3ccccc3)cnc3c(C(F)(F)F)cccc23)c1, COc1ccc(C=O)c(OC)c1. The product is COc1ccc(CNc2cccc(-c3c(Cc4ccccc4)cnc4c(C(F)(F)F)cccc34)c2)c(OC)c1. Reaction SMILES: [CH2:1]([c:2]1[cH:3][cH:4][cH:5][cH:6][cH:7]1)[c:8]1[cH:9][n:10][c:11]2[c:12]([C:25]([F:26])([F:27])[F:28])[cH:13][cH:14][cH:15][c:16]2[c:17]1-[c:18]1[cH:19][c:20]([NH2:24])[cH:21][cH:22][cH:23]1.[O:29]([CH3:30])[c:31]1[c:32]([CH:33]=[O:34])[cH:35][cH:36][c:37]([O:39][CH3:40])[cH:38]1>>[CH2:1]([c:2]1[cH:3][cH:4][cH:5][cH:6][cH:7]1)[c:8]1[cH:9][n:10][c:11]2[c:12]([C:25]([F:26])([F:27])[F:28])[cH:13][cH:14][cH:15][c:16]2[c:17]1-[c:18]1[cH:19][c:20]([NH:24][CH2:33][c:32]2[c:31]([O:29][CH3:30])[cH:38][c:37]([O:39][CH3:40])[cH:36][cH:35]2)[cH:21][cH:22][cH:23]1. The reactants are O=C([O-])[O-], Cn1nccc1B(O)O, [Cl-], CC(C)c1c(C(=O)NCc2ccc(F)c(F)c2)c2ccc(OS(=O)(=O)C(F)(F)F)cc2n1Cc1ccccn1, [Li+], [Na+], [Na+], c1ccc(P(c2ccccc2)(c2ccccc2)[Pd](P(c2ccccc2)(c2ccccc2)c2ccccc2)(P(c2ccccc2)(c2ccccc2)c2ccccc2)P(c2ccccc2)(c2ccccc2)c2ccccc2)cc1. The product is CC(C)c1c(C(=O)NCc2ccc(F)c(F)c2)c2ccc(-c3ccnn3C)cc2n1Cc1ccccn1. RXN SMILES: [C:51](=[O:52])([O-:53])[O-:54].[CH3:40][n:41]1[n:42][cH:43][cH:44][c:45]1[B:46]([OH:47])[OH:48].[Cl-:49].[F:1][C:2]([F:3])([F:4])[S:5]([O:6][c:7]1[cH:8][cH:9][c:10]2[c:11]([C:26]([NH:27][CH2:28][c:29]3[cH:30][c:31]([F:36])[c:32]([F:35])[cH:33][cH:34]3)=[O:37])[c:12]([CH:23]([CH3:24])[CH3:25])[n:13]([CH2:16][c:17]3[n:18][cH:19][cH:20][cH:21][cH:22]3)[c:14]2[cH:15]1)(=[O:38])=[O:39].[Li+:50].[Na+:55].[Na+:56].[cH:57]1[cH:58][cH:59][c:60]([P:61]([Pd:62]([P:63]([c:64]2[cH:65][cH:66][cH:67][cH:68][cH:69]2)([c:70]2[cH:71][cH:72][cH:73][cH:74][cH:75]2)[c:76]2[cH:77][cH:78][cH:79][cH:80][cH:81]2)([P:82]([c:83]2[cH:84][cH:85][cH:86][cH:87][cH:88]2)([c:89]2[cH:90][cH:91][cH:92][cH:93][cH:94]2)[c:95]2[cH:96][cH:97][cH:98][cH:99][cH:100]2)[P:101]([c:102]2[cH:103][cH:104][cH:105][cH:106][cH:107]2)([c:108]2[cH:109][cH:110][cH:111][cH:112][cH:113]2)[c:114]2[cH:115][cH:116][cH:117][cH:118][cH:119]2)([c:120]2[cH:121][cH:122][cH:123][cH:124][cH:125]2)[c:126]2[cH:127][cH:128][cH:129][cH:130][cH:131]2)[cH:132][cH:133]1>>[c:7]1(-[c:45]2[n:41]([CH3:40])[n:42][cH:43][cH:44]2)[cH:8][cH:9][c:10]2[c:11]([C:26]([NH:27][CH2:28][c:29]3[cH:30][c:31]([F:36])[c:32]([F:35])[cH:33][cH:34]3)=[O:37])[c:12]([CH:23]([CH3:24])[CH3:25])[n:13]([CH2:16][c:17]3[n:18][cH:19][cH:20][cH:21][cH:22]3)[c:14]2[cH:15]1.